Dataset: the Open Reaction Database (ORD), a public repository of structured organic reaction records. Task: describe an organic reaction: reactants, conditions, products, and yield The reactants are CCOCC, [Li]C, CC(CC(=O)O)c1ccccc1. Yields the product CC(=O)CC(C)c1ccccc1. Reaction SMILES: [CH3:15][CH2:16][O:17][CH2:18][CH3:19].[CH3:1][Li:2].[c:3]1([CH:9]([CH2:10][C:11](=[O:12])[OH:13])[CH3:14])[cH:4][cH:5][cH:6][cH:7][cH:8]1>>[CH3:1][C:11]([CH2:10][CH:9]([c:3]1[cH:4][cH:5][cH:6][cH:7][cH:8]1)[CH3:14])=[O:13]. Reactants: 50, C(CCC)O (n-butanol), solids, 45.6, C(C=C)(=O)OCC (ethyl acrylate), C(C(=C)C)(=O)OC (methyl methacrylate), C(C=C)(=O)OCCO (2-hydroxyethyl acrylate), C(C=C)(=O)O (acrylic acid), C(C)C(C(=O)OOOC(C)(C)C)CCCC (t-butylperoxy 2-ethylhexanoate). The solvent is C=1(C(=CC=CC1)C)C (xylene). Run at temperature 100 celsius, time 2 hour. Product: CC(C)C1=CC2=CCC3C(C2CC1)(CCCC3(C)C(=O)O)C (resin acid), 90. As a reaction SMILES: [C:1]([O:5]CC)(=[O:4])[CH:2]=[CH2:3].[C:8](OC)(=O)[C:9]([CH3:11])=[CH2:10].[C:15](OCCO)(=O)[CH:16]=[CH2:17].[C:23](O)(=O)[CH:24]=C.[CH2:28]([CH:30]([CH2:40][CH2:41][CH2:42][CH3:43])C(OOOC(C)(C)C)=O)[CH3:29].[CH2:44](O)CCC>C1(C)C(C)=CC=CC=1>[CH3:10][CH:9]([C:8]1[CH2:29][CH2:28][CH:30]2[C:40](=[CH:41][CH2:42][CH:43]3[C:2]([C:1]([OH:5])=[O:4])([CH3:3])[CH2:24][CH2:23][CH2:15][C:16]32[CH3:17])[CH:44]=1)[CH3:11]. Reported procedure: A mixture of 50 parts of xylene and 50 parts of n-butanol was heated to 100° C. in the same flask as used in Production Example 1. To this ws added dropwise a mixture of 45.6 parts of ethyl acrylate, 32.5 parts of methyl methacrylate, 10.3 parts of 2-hydroxyethyl acrylate, 11.6 parts of acrylic acid and 1.5 parts of t-butylperoxy 2-ethylhexanoate at a constant rate over 3 hours. After the addition, the reaction mixture was kept at the same temperature for 2 hours. A resin solution called Varnish... Starting materials: O1C(=CC=C1)B(O)O (2-furanylboronic acid), N1(C=NC=C1)CC=1C=CC(=NC1)Br (5-Imidazol-1-ylmethyl-2-bromopyridine). The product is O1C(=CC=C1)C1=NC=C(C=C1)CN1C=NC=C1 (2-Furan-2-yl-5-imidazol-1-ylmethyl-pyridine). As a reaction SMILES: [O:1]1[CH:5]=[CH:4][CH:3]=[C:2]1B(O)O.[N:9]1([CH2:14][C:15]2[CH:16]=[CH:17][C:18](Br)=[N:19][CH:20]=2)[CH:13]=[CH:12][N:11]=[CH:10]1>>[O:1]1[CH:5]=[CH:4][CH:3]=[C:2]1[C:18]1[CH:17]=[CH:16][C:15]([CH2:14][N:9]2[CH:13]=[CH:12][N:11]=[CH:10]2)=[CH:20][N:19]=1. Procedure details: Synthesized using 2-furanylboronic acid (141 mg, 1.26 mmol) and 1a (150 mg, 0.63 mmol) according to Method C. Yellow solid. Yield: 127 mg, 0.56 mmol, 89%. 1H NMR (CDCl3, 500 MHz): δH (ppm): 5.12 (s, 2H), 6.52 (dd, J=3.4, 1.5 Hz, 1H), 6.89 (t, J=1.2 Hz, 1H), 7.05 (dd, J=3.4, 0.6 Hz, 1H). 7.09 (brs, 1H), 7.43 (dd, J=8.2, 2.1 Hz, 1H), 7.52 (dd, J=1.5, 0.6 Hz, 1H), 7.56 (s, 1H), 7.65 (d, J=8.2 Hz, 1H), 8.46 (d, J=1.8 Hz, 1H); 13C NMR (CDCl3, 125 MHz): δC (ppm)=48.1, 109.2, 112.1, 118.6, 118.9, 129.7... Reactants: CS(=O)(=O)NC1=CC=C(C(=O)OCC)C=C1 (Ethyl 4-[(methylsulfonyl)amino]benzoate), [N+](=O)(O)[O-] (nitric acid). Run in O (water). Reaction conditions: time 0.5 hour. The product is [N+](=O)([O-])C=1C=C(C(=O)OCC)C=CC1NS(=O)(=O)C (ethyl 3-nitro-4-[(methylsulfonyl)amino]benzoate). The yield is 72.0%. Reaction SMILES: [CH3:1][S:2]([NH:5][C:6]1[CH:16]=[CH:15][C:9]([C:10]([O:12][CH2:13][CH3:14])=[O:11])=[CH:8][CH:7]=1)(=[O:4])=[O:3].[N+:17]([O-])([OH:19])=[O:18]>O>[N+:17]([C:7]1[CH:8]=[C:9]([CH:15]=[CH:16][C:6]=1[NH:5][S:2]([CH3:1])(=[O:4])=[O:3])[C:10]([O:12][CH2:13][CH3:14])=[O:11])([O-:19])=[O:18]. Procedure details: Ethyl 4-[(methylsulfonyl)amino]benzoate (Lumma, W. C. et al. J. Med. Chem. 1987, 30, 758-763) (2.0 g, 0.0082 mol) was added portionwise to fuming nitric acid (10 mL) at 5°-10° C. over 0.25 h. The mixture was further stirred for 0.5 h at 10°-15° C. and then poured into cold water (50 mL). The yellow precipitate was separated by filtration and washed several times with cold water. The cake was recrystallized from ethyl acetate to give 1.7 g (72%) of ethyl 3-nitro-4-[(methylsulfonyl)amino]benzoate ... Reactants: NC(=O)c1cc(Oc2ccc(NC(=O)C3(C(=O)O)CC3)c(F)c2)ccn1, Nc1ccc(F)cc1, C1CCOC1. Product: NC(=O)c1cc(Oc2ccc(NC(=O)C3(C(=O)Nc4ccc(F)cc4)CC3)c(F)c2)ccn1. As a reaction SMILES: [C:1]([NH2:2])(=[O:3])[c:4]1[n:5][cH:6][cH:7][c:8]([O:10][c:11]2[cH:12][c:13]([F:26])[c:14]([NH:17][C:18](=[O:19])[C:20]3([C:23](=[O:24])[OH:25])[CH2:21][CH2:22]3)[cH:15][cH:16]2)[cH:9]1.[NH2:27][c:28]1[cH:29][cH:30][c:31]([F:32])[cH:33][cH:34]1.[O:35]1[CH2:36][CH2:37][CH2:38][CH2:39]1>>[C:1]([NH2:2])(=[O:3])[c:4]1[n:5][cH:6][cH:7][c:8]([O:10][c:11]2[cH:12][c:13]([F:26])[c:14]([NH:17][C:18](=[O:19])[C:20]3([C:23](=[O:25])[NH:27][c:28]4[cH:29][cH:30][c:31]([F:32])[cH:33][cH:34]4)[CH2:21][CH2:22]3)[cH:15][cH:16]2)[cH:9]1.